Task: describe an organic reaction: reactants, conditions, products, and yield. Dataset: the Open Reaction Database (ORD), a public repository of structured organic reaction records The reactants are O=C(NCCCC1CC1)c1ccc(N2CCNCC2)nn1, O=C(Cl)c1cc(Cl)ccc1C(F)(F)F. Product: O=C(NCCCC1CC1)c1ccc(N2CCN(C(=O)c3cc(Cl)ccc3C(F)(F)F)CC2)nn1. As a reaction SMILES: [CH:15]1([CH2:18][CH2:19][CH2:20][NH:21][C:22](=[O:23])[c:24]2[n:25][n:26][c:27]([N:30]3[CH2:31][CH2:32][NH:33][CH2:34][CH2:35]3)[cH:28][cH:29]2)[CH2:16][CH2:17]1.[Cl:1][c:2]1[cH:3][cH:4][c:5]([C:11]([F:12])([F:13])[F:14])[c:6]([C:7](=[O:8])[Cl:9])[cH:10]1>>[Cl:1][c:2]1[cH:3][cH:4][c:5]([C:11]([F:12])([F:13])[F:14])[c:6]([C:7](=[O:8])[N:33]2[CH2:32][CH2:31][N:30]([c:27]3[n:26][n:25][c:24]([C:22]([NH:21][CH2:20][CH2:19][CH2:18][CH:15]4[CH2:16][CH2:17]4)=[O:23])[cH:29][cH:28]3)[CH2:35][CH2:34]2)[cH:10]1. Yields the product C(#N)NC=NC1=C(N=C2N1C=CC1=C(C=CC=C21)Cl)C (N-cyano-N'-(7-chloro-2-methylimidazo[2,1-a]isoquinolin-3-yl)formamidine). Reaction SMILES: [C:1]([N:3]=[CH:4]OCC)#[N:2].[NH2:8][C:9]1[N:13]2[CH:14]=[CH:15][C:16]3[C:21]([C:12]2=[N:11][C:10]=1[CH3:23])=[CH:20][CH:19]=[CH:18][C:17]=3[Cl:22]>C(O)C>[C:1]([NH:3][CH:4]=[N:8][C:9]1[N:13]2[CH:14]=[CH:15][C:16]3[C:21]([C:12]2=[N:11][C:10]=1[CH3:23])=[CH:20][CH:19]=[CH:18][C:17]=3[Cl:22])#[N:2]. Procedure: Ethyl N-cyanoformimidate (3.2 g) was added to a suspension of 3-amino-7-chloro-2-methylimidazo[2,1-a]isoquinoline (2.3 g) in ethanol (60 ml) and the mixture was stirred at room temperature for 45 hours. The mixture was evaporated in vacuo and the residual solid was washed successively with diethyl ether and ethyl acetate to give N-cyano-N'-(7-chloro-2-methylimidazo[2,1-a]isoquinolin-3-yl)formamidine (1.0 g). Conditions: time 45 hour. Isolated yield 35.5%. Solvent: C(C)O (ethanol). Reactants: C(#N)N=COCC (Ethyl N-cyanoformimidate), NC1=C(N=C2N1C=CC1=C(C=CC=C21)Cl)C (3-amino-7-chloro-2-methylimidazo[2,1-a]isoquinoline). Starting materials: CN(C=O)C (dimethyl formamide), ice, O.O.O.C(C)(=O)[O-].[Na+] (sodium acetate trihydrate), phosphoroxytrichloride, C(C)(=O)OCCN(C1=CC=CC=C1)CCOC(C)=O (N,N-di(2-acetyloxyethyl)aniline). Solvent: O (water). Conditions: temperature 60 celsius. Yields the product C(C)(=O)OCCN(C1=CC=C(C=O)C=C1)CCOC(C)=O (4-di(2-acetyloxyethyl)aminobenzaldehyde). As a reaction SMILES: CN(C)[CH:3]=[O:4].[C:6]([O:9][CH2:10][CH2:11][N:12]([CH2:19][CH2:20][O:21][C:22](=[O:24])[CH3:23])[C:13]1[CH:18]=[CH:17][CH:16]=[CH:15][CH:14]=1)(=[O:8])[CH3:7].O.O.O.C([O-])(=O)C.[Na+]>O>[C:22]([O:21][CH2:20][CH2:19][N:12]([CH2:11][CH2:10][O:9][C:6](=[O:8])[CH3:7])[C:13]1[CH:18]=[CH:17][C:16]([CH:3]=[O:4])=[CH:15][CH:14]=1)(=[O:24])[CH3:23] |f:2.3.4.5.6|. Procedure: To 450 ml of dry dimethyl formamide were slowly added dropwise with stirring and at a temperature of 0°-10° C. 100 ml of freshly distilled phosphoroxytrichloride. This mixture was stirred for 2 hours at 20° C. To this mixture there was subsequently added dropwise with proper stirring and over a period of 60 minutes the crude reaction product of the previous step, viz. N,N-di(2-acetyloxyethyl)aniline, the reaction mixture being kept at a temperature of 20° C. Next, the reaction mixture was heated... Reactants: CC(=O)Nc1ccc2cc(S(N)(=O)=O)sc2c1, Cl, [Na+], O=C([O-])O, O. Product: Nc1ccc2cc(S(N)(=O)=O)sc2c1. As a reaction SMILES: [C:1](=[O:2])([CH3:3])[NH:4][c:5]1[cH:6][cH:7][c:8]2[c:9]([s:10][c:11]([S:13]([NH2:14])(=[O:15])=[O:16])[cH:12]2)[cH:17]1.[ClH:24].[Na+:23].[O-:19][C:20]([OH:21])=[O:22].[OH2:18]>>[NH2:4][c:5]1[cH:6][cH:7][c:8]2[c:9]([s:10][c:11]([S:13]([NH2:14])(=[O:15])=[O:16])[cH:12]2)[cH:17]1. The reactants are CC(=O)[O-], O=c1c(I)c(CCl)nc2ccccn12, [K+], CN(C)C=O, O. Yields the product CC(=O)OCc1nc2ccccn2c(=O)c1I. RXN SMILES: [CH3:16][C:17]([O-:18])=[O:19].[Cl:1][CH2:2][c:3]1[n:4][c:5]2[n:6]([c:7](=[O:10])[c:8]1[I:9])[cH:11][cH:12][cH:13][cH:14]2.[K+:15].[O:21]=[CH:22][N:23]([CH3:24])[CH3:25].[OH2:20]>>[CH2:2]([c:3]1[n:4][c:5]2[n:6]([c:7](=[O:10])[c:8]1[I:9])[cH:11][cH:12][cH:13][cH:14]2)[O:19][C:17]([CH3:16])=[O:18]. The reactants are N=1C=NN2C1C=CC(=C2)C=O ([1,2,4]triazolo[1,5-a]pyridine-6-carbaldehyde), C(=O)([O-])[O-].[Cs+].[Cs+] (Cs2CO3), Cl (HCl), 03/087304 A2, CC1=CC=CC(=N1)C(NC1=CC=CC=C1)P(OC1=CC=CC=C1)(OC1=CC=CC=C1)=O (diphenyl (6-methylpyridin-2-yl)(phenylamino)methylphosphonate). The solvent is COC(C)(C)C (tert-butyl methyl ether), C1CCOC1 (THF), CC(C)O (i-PrOH). Reaction conditions: time 8 hour. The product is N=1C=NN2C1C=CC(=C2)CC(=O)C2=NC(=CC=C2)C (2-([1,2,4]triazolo[1,5-a]pyridin-6-yl)-1-(6-methylpyridin-2-yl)ethanone). Yield: 79.5%. As a reaction SMILES: [N:1]1[CH:2]=[N:3][N:4]2[CH:9]=[C:8]([CH:10]=O)[CH:7]=[CH:6][C:5]=12.[CH3:12][C:13]1[N:18]=[C:17]([CH:19](P(=O)(OC2C=CC=CC=2)OC2C=CC=CC=2)NC2C=CC=CC=2)[CH:16]=[CH:15][CH:14]=1.C([O-])([O-])=[O:44].[Cs+].[Cs+].Cl>C1COCC1.CC(O)C.COC(C)(C)C>[N:1]1[CH:2]=[N:3][N:4]2[CH:9]=[C:8]([CH2:10][C:19]([C:17]3[CH:16]=[CH:15][CH:14]=[C:13]([CH3:12])[N:18]=3)=[O:44])[CH:7]=[CH:6][C:5]=12 |f:2.3.4|. Procedure: To a stirred solution of [1,2,4]triazolo[1,5-a]pyridine-6-carbaldehyde (2.50 g, 17.01 mmol) (prepared according to the method described in WO 03/087304 A2) and diphenyl (6-methylpyridin-2-yl)(phenylamino)methylphosphonate (7.32 g, 17.01 mmol) in a mixture of THF (40 mL) and i-PrOH (10 mL) was added Cs2CO3 (7.20 g, 22.11 mmol), and the mixture was stirred at room temperature overnight. A solution of 3 N HCl (25 mL) was added dropwise to the reaction mixture, and the mixture was stirred for 1 h. I...